Dataset: the Open Reaction Database (ORD), a public repository of structured organic reaction records. Task: describe an organic reaction: reactants, conditions, products, and yield Starting materials: ClC(Cl)Cl, NN1CCCC1, [Na+], [OH-], O=C(O)C(F)(F)F, CC(C)(C)OC(=O)N1CCN(c2nc(NC3CCN(C(=O)Cc4ccccc4)C3)nc3ccccc23)CC1. Product: O=C(Cc1ccccc1)N1CCC(Nc2nc(N3CCNCC3)c3ccccc3n2)C1. RXN SMILES: [CH:54]([Cl:55])([Cl:56])[Cl:57].[NH2:1][N:2]1[CH2:3][CH2:4][CH2:5][CH2:6]1.[Na+:53].[OH-:52].[OH:45][C:46]([C:47]([F:48])([F:49])[F:50])=[O:51].[c:7]1([CH2:13][C:14](=[O:15])[N:16]2[CH2:17][CH:18]([NH:21][c:22]3[n:23][c:24]4[cH:25][cH:26][cH:27][cH:28][c:29]4[c:30]([N:32]4[CH2:33][CH2:34][N:35]([C:38]([O:39][C:40]([CH3:41])([CH3:42])[CH3:43])=[O:44])[CH2:36][CH2:37]4)[n:31]3)[CH2:19][CH2:20]2)[cH:8][cH:9][cH:10][cH:11][cH:12]1>>[c:7]1([CH2:13][C:14](=[O:15])[N:16]2[CH2:17][CH:18]([NH:21][c:22]3[n:23][c:24]4[cH:25][cH:26][cH:27][cH:28][c:29]4[c:30]([N:32]4[CH2:33][CH2:34][NH:35][CH2:36][CH2:37]4)[n:31]3)[CH2:19][CH2:20]2)[cH:8][cH:9][cH:10][cH:11][cH:12]1. Reactants: CS(=O)(=O)Cl (methanesulfonyl chloride), NC1=C(CN(S(=O)(=O)C2=CC=C(C=C2)OC)C(C(=O)OC)CO)C=CC=C1 (methyl [(2-aminobenzyl)-(4-methoxybenzenesulfonyl)amino]-3-hydroxypropionate), O (H2O). Solvent: N1=CC=CC=C1 (pyridine). Run at temperature 0 celsius, time 48 hour. The product is COC1=CC=C(C=C1)S(=O)(=O)N(C(C(=O)OC)=C)CC1=C(C=CC=C1)NS(=O)(=O)C (Methyl 2-[(4-Methoxybenzenesulfonyl)-(2-methylsulfonylaminobenzyl)amino]acrylate). Isolated yield 78.0%. RXN SMILES: [NH2:1][C:2]1[CH:27]=[CH:26][CH:25]=[CH:24][C:3]=1[CH2:4][N:5]([CH:17]([CH2:22]O)[C:18]([O:20][CH3:21])=[O:19])[S:6]([C:9]1[CH:14]=[CH:13][C:12]([O:15][CH3:16])=[CH:11][CH:10]=1)(=[O:8])=[O:7].[CH3:28][S:29](Cl)(=[O:31])=[O:30].O>N1C=CC=CC=1>[CH3:16][O:15][C:12]1[CH:13]=[CH:14][C:9]([S:6]([N:5]([CH2:4][C:3]2[CH:24]=[CH:25][CH:26]=[CH:27][C:2]=2[NH:1][S:29]([CH3:28])(=[O:31])=[O:30])[C:17](=[CH2:22])[C:18]([O:20][CH3:21])=[O:19])(=[O:8])=[O:7])=[CH:10][CH:11]=1. Reported procedure: To a solution of 1.0 g (2.54 mmol) of methyl [(2-aminobenzyl)-(4-methoxybenzenesulfonyl)amino]-3-hydroxypropionate in 10 ml of pyridine cooled to −5° C. was added 0.432 ml (5.58 mmol) of methanesulfonyl chloride. The mixture was stirred at 0° C. for 48 hours. To the mixture was added ice and H2O and the mixture was extracted with ethyl acetate. The extract was washed with H2O, 2 N citric acid, brine and dried with Na2SO4. The solvent was removed under vacuum and the residue triturated with ethyl... Reactants: C(C)NCC (diethylamine), methylaluminoxane, C[Al](C)C (trimethylaluminium), COC(=O)C1=CC=2N(C(=C1)N)N=C(N2)C=2OC(=CC2)C (5-Amino-2-(5-methyl-furan-2-yl)-[1,2,4]triazolo[1,5-a]pyridine-7-carboxylic acid methyl ester), Cl (HCl). Run in O1CCOCC1 (dioxane), O1CCOCC1 (dioxane). Conditions: time 1 hour. Product: C(C)N(C(=O)C1=CC=2N(C(=C1)N)N=C(N2)C=2OC(=CC2)C)CC (5-Amino-2-(5-methyl-furan-2-yl)-[1,2,4]triazolo[1,5-a]pyridine-7-carboxylic Acid Diethylamide). Reaction SMILES: [CH2:1]([NH:3][CH2:4][CH3:5])[CH3:2].C[Al](C)C.CO[C:12]([C:14]1[CH:19]=[C:18]([NH2:20])[N:17]2[N:21]=[C:22]([C:24]3[O:25][C:26]([CH3:29])=[CH:27][CH:28]=3)[N:23]=[C:16]2[CH:15]=1)=[O:13].Cl>O1CCOCC1>[CH2:1]([N:3]([CH2:4][CH3:5])[C:12]([C:14]1[CH:19]=[C:18]([NH2:20])[N:17]2[N:21]=[C:22]([C:24]3[O:25][C:26]([CH3:29])=[CH:27][CH:28]=3)[N:23]=[C:16]2[CH:15]=1)=[O:13])[CH3:2]. Procedure: To a solution of 35 mg (0.44 mmol) diethylamine in 0.5 ml dioxane was added 0.5 ml methylaluminoxane (10% in toluene) (in a variant trimethylaluminium was used instead of methylaluminoxane which proofed to give comparable results) and stirred for 1 h at room temperature. 31 mg (0.11 mmol) 5-Amino-2-(5-methyl-furan-2-yl)-[1,2,4]triazolo[1,5-a]pyridine-7-carboxylic acid methyl ester in 1 ml dioxane was added and the mixture was heated to 80° C. for 72 h. After addition of 0.4 ml 1N HCl the mixture... Starting materials: CC(=O)C1=C(C=CC(=C1)OCC(F)(F)F)OCC(F)(F)F (2,5-bis(2,2,2-trifluoroethoxy)acetophenone), C(C1=CC(=CC=C1)OC)=O (m-anisaldehyde). Product: FC(COC1=C(C=C(C=C1)OCC(F)(F)F)C(C=CC1=CC(=CC=C1)OC)=O)(F)F (1-[2,5-Bis(2,2,2-trifluoroethoxy)phenyl]-3-(3-methoxyphenyl)-2-propen-1-one), solid. The yield is 27.0%. Reaction SMILES: [CH3:1][C:2]([C:4]1[CH:9]=[C:8]([O:10][CH2:11][C:12]([F:15])([F:14])[F:13])[CH:7]=[CH:6][C:5]=1[O:16][CH2:17][C:18]([F:21])([F:20])[F:19])=[O:3].[CH:22](=O)[C:23]1[CH:28]=[CH:27][CH:26]=[C:25]([O:29][CH3:30])[CH:24]=1>>[F:21][C:18]([F:19])([F:20])[CH2:17][O:16][C:5]1[CH:6]=[CH:7][C:8]([O:10][CH2:11][C:12]([F:13])([F:14])[F:15])=[CH:9][C:4]=1[C:2](=[O:3])[CH:1]=[CH:22][C:23]1[CH:28]=[CH:27][CH:26]=[C:25]([O:29][CH3:30])[CH:24]=1. Procedure details: The title compound was prepared from a mixture of 2,5-bis(2,2,2-trifluoroethoxy)acetophenone (200 mg, 0.633 mmol) and m-anisaldehyde (77 ul, 0.633 mmol) similar to Example 6 and isolated as a light yellow solid (74 mg, 27%). 1H NMR (CDCl3): 7.67 (d, J=15.6 Hz, 1H), 7.44 (d, J=15.6 Hz, 1H), 7.34 (s, 1H), 7.30 (dd, J=2.4, 5.7 Hz, 1H), 7.18 (d, J=7.5 Hz, 1H), 7.11 (dd, J=3.2, 8.9 Hz, 2H), 6.97 (dd, J=0.9, 2.7 Hz, 1H), 6.93 (d, J=9.0 Hz, 1H), 4.44-4.33 (m, 4H), 3.83 (s, 3H). The reactants are COC=1C=C(C(C2=CC=CC3=CC=CC=C23)Cl)C=CC1 (3-methoxy-α-(1-naphthyl)benzyl chloride), OC1=C(C=CC2=CC=CC=C12)CC1=CC=C(C(=O)N(CC)CC)C=C1 ((±) 4-((α-Hydroxy)-2-naphtylmethyl)-N,N-diethylbenzamide). The product is ClC1=C(C=CC2=CC=CC=C12)CC1=CC=C(C(=O)N(CC)CC)C=C1 ((±) 4-((α-Chloro)-2-naphtyl-methyl)-N,N-diethylbenzamide). RXN SMILES: CO[C:3]1[CH:4]=[C:5]([CH:18]=[CH:19][CH:20]=1)[CH:6]([Cl:17])C1C2C(=CC=CC=2)C=CC=1.O[C:22]1[C:31]2C(=CC=CC=2)C=C[C:23]=1[CH2:32][C:33]1[CH:45]=[CH:44][C:36]([C:37]([N:39]([CH2:42][CH3:43])[CH2:40][CH3:41])=[O:38])=[CH:35][CH:34]=1>>[Cl:17][C:6]1[C:5]2[C:18](=[CH:19][CH:20]=[CH:3][CH:4]=2)[CH:31]=[CH:22][C:23]=1[CH2:32][C:33]1[CH:45]=[CH:44][C:36]([C:37]([N:39]([CH2:42][CH3:43])[CH2:40][CH3:41])=[O:38])=[CH:35][CH:34]=1. Procedure: The compound 36 was prepared by following the synthesis procedure as described for compound 2, but substituting compound 1 for compound 35. RXN SMILES: [Br:1][CH2:2][CH2:3][CH2:4][CH2:5][CH2:6][CH2:7][CH2:8][CH2:9][OH:10].[CH2:27]([C:28]([CH2:29][CH2:30][CH2:31][CH2:32][CH2:33][CH2:34][CH2:35][CH3:36])([NH3+:37])[CH2:38][CH2:39][CH2:40][CH2:41][CH2:42][CH2:43][CH3:44])[CH2:45][CH2:46][CH2:47][CH2:48][CH2:49][CH2:50][CH3:51].[Cl-:26].[Na+:25].[O:53]1[CH2:54][CH2:55][CH2:56][CH2:57]1.[OH-:24].[OH2:52].[c:11]1(-[c:17]2[cH:18][cH:19][c:20]([OH:23])[cH:21][cH:22]2)[cH:12][cH:13][cH:14][cH:15][cH:16]1>>[CH2:2]([CH2:3][CH2:4][CH2:5][CH2:6][CH2:7][CH2:8][CH2:9][OH:10])[O:23][c:20]1[cH:19][cH:18][c:17](-[c:11]2[cH:12][cH:13][cH:14][cH:15][cH:16]2)[cH:22][cH:21]1. The product is OCCCCCCCCOc1ccc(-c2ccccc2)cc1. Reactants: OCCCCCCCCBr, CCCCCCCCC([NH3+])(CCCCCCC)CCCCCCCC, [Cl-], [Na+], C1CCOC1, [OH-], O, Oc1ccc(-c2ccccc2)cc1.